Dataset: the Open Reaction Database (ORD), a public repository of structured organic reaction records. Task: describe an organic reaction: reactants, conditions, products, and yield Reactants: N#Cc1ccc(Br)cc1, CCCc1ccc(-c2ccc(B(O)O)cc2F)cc1, [Pd], c1ccc(P(c2ccccc2)c2ccccc2)cc1, c1ccc(P(c2ccccc2)c2ccccc2)cc1, c1ccc(P(c2ccccc2)c2ccccc2)cc1, c1ccc(P(c2ccccc2)c2ccccc2)cc1. The product is CCCc1ccc(-c2ccc(-c3ccc(C#N)cc3)cc2F)cc1. As a reaction SMILES: [Br:20][c:21]1[cH:22][cH:23][c:24]([C:25]#[N:26])[cH:27][cH:28]1.[CH2:1]([CH2:2][CH3:3])[c:4]1[cH:5][cH:6][c:7](-[c:10]2[c:11]([F:19])[cH:12][c:13]([B:16]([OH:17])[OH:18])[cH:14][cH:15]2)[cH:8][cH:9]1.[Pd:29].[c:30]1([P:31]([c:32]2[cH:33][cH:34][cH:35][cH:36][cH:37]2)[c:38]2[cH:39][cH:40][cH:41][cH:42][cH:43]2)[cH:44][cH:45][cH:46][cH:47][cH:48]1.[c:49]1([P:50]([c:51]2[cH:52][cH:53][cH:54][cH:55][cH:56]2)[c:57]2[cH:58][cH:59][cH:60][cH:61][cH:62]2)[cH:63][cH:64][cH:65][cH:66][cH:67]1.[c:68]1([P:69]([c:70]2[cH:71][cH:72][cH:73][cH:74][cH:75]2)[c:76]2[cH:77][cH:78][cH:79][cH:80][cH:81]2)[cH:82][cH:83][cH:84][cH:85][cH:86]1.[c:87]1([P:88]([c:89]2[cH:90][cH:91][cH:92][cH:93][cH:94]2)[c:95]2[cH:96][cH:97][cH:98][cH:99][cH:100]2)[cH:101][cH:102][cH:103][cH:104][cH:105]1>>[CH2:1]([CH2:2][CH3:3])[c:4]1[cH:5][cH:6][c:7](-[c:10]2[c:11]([F:19])[cH:12][c:13](-[c:21]3[cH:22][cH:23][c:24]([C:25]#[N:26])[cH:27][cH:28]3)[cH:14][cH:15]2)[cH:8][cH:9]1. Starting materials: CCOC(=O)CBr, CN(C)C=O, COc1ccc(C2CSc3ccccc3NC2=O)cc1, [H-], [H][H], [Na+], O. Product: CCOC(=O)CN1C(=O)C(c2ccc(OC)cc2)CSc2ccccc21. As a reaction SMILES: [Br:25][CH2:26][C:27](=[O:28])[O:29][CH2:30][CH3:31].[CH3:32][N:33]([CH3:34])[CH:35]=[O:36].[CH3:3][O:4][c:5]1[cH:6][cH:7][c:8]([CH:11]2[CH2:12][S:13][c:14]3[c:15]([cH:19][cH:20][cH:21][cH:22]3)[NH:16][C:17]2=[O:18])[cH:9][cH:10]1.[H-:1].[H:23][H:24].[Na+:2].[OH2:37]>>[CH3:3][O:4][c:5]1[cH:6][cH:7][c:8]([CH:11]2[CH2:12][S:13][c:14]3[c:15]([cH:19][cH:20][cH:21][cH:22]3)[N:16]([CH2:26][C:27](=[O:28])[O:29][CH2:30][CH3:31])[C:17]2=[O:18])[cH:9][cH:10]1. Starting materials: ClC1=C(C=CC=C1Cl)C#C (2,3-dichlorophenylacetylene), BrC1=CC=C(CS)C=C1 (4-bromobenzyl mercaptan), [Na] (sodium). The product is ClC1=C(\C=C/C(C2=CC=C(C=C2)Br)SC(C2=CC=C(C=C2)Br)\C=C/C2=C(C(=CC=C2)Cl)Cl)C=CC=C1Cl ((Z)-2,3-dichlorostyryl-4-bromobenzylsulfide). RXN SMILES: [Cl:1][C:2]1[C:7]([Cl:8])=[CH:6][CH:5]=[CH:4][C:3]=1[C:9]#[CH:10].[Br:11][C:12]1[CH:19]=[CH:18][C:15]([CH2:16][SH:17])=[CH:14][CH:13]=1.[Na]>>[Cl:1][C:2]1[C:7]([Cl:8])=[CH:6][CH:5]=[CH:4][C:3]=1/[CH:9]=[CH:10]\[CH:16]([S:17][CH:16](/[CH:10]=[CH:9]\[C:3]1[CH:4]=[CH:5][CH:6]=[C:7]([Cl:8])[C:2]=1[Cl:1])[C:15]1[CH:18]=[CH:19][C:12]([Br:11])=[CH:13][CH:14]=1)[C:15]1[CH:18]=[CH:19][C:12]([Br:11])=[CH:13][CH:14]=1 |^1:19|. Procedure: A solution of 2,3-dichlorophenylacetylene (0.02 mol), 4-bromobenzyl mercaptan (0.02 mol) and metallic sodium (0.02 g atom) is subjected to the General Procedure to form (Z)-2,3-dichlorostyryl-4-bromobenzylsulfide. The title compound is obtained following oxidation of the sulfide, according to the General Procedure. The reactants are ClC=1N(C=C(N1)[N+](=O)[O-])C[C@]1(OC1)C ((R)-2-chloro-1-(2-methyloxiran-2-ylmethyl)-4-nitroimidazole), C1(=CC=CC=C1)C=CCOC1CCNCC1 (4-(3-phenyl-2-propenyloxy)piperidine). Yields the product ClC=1N(C=C(N1)[N+](=O)[O-])C[C@](CN1CCC(CC1)OCC=CC1=CC=CC=C1)(O)C ((S)-1-(2-chloro-4-nitroimidazol-1-yl)-2-methyl-3-[4-(3-phenyl-2-propenyloxy)piperidin-1-yl]propan-2-ol). Isolated yield 48.5%. RXN SMILES: [Cl:1][C:2]1[N:3]([CH2:10][C@:11]2([CH3:14])[CH2:13][O:12]2)[CH:4]=[C:5]([N+:7]([O-:9])=[O:8])[N:6]=1.[C:15]1([CH:21]=[CH:22][CH2:23][O:24][CH:25]2[CH2:30][CH2:29][NH:28][CH2:27][CH2:26]2)[CH:20]=[CH:19][CH:18]=[CH:17][CH:16]=1>>[Cl:1][C:2]1[N:3]([CH2:10][C@@:11]([CH3:14])([OH:12])[CH2:13][N:28]2[CH2:27][CH2:26][CH:25]([O:24][CH2:23][CH:22]=[CH:21][C:15]3[CH:16]=[CH:17][CH:18]=[CH:19][CH:20]=3)[CH2:30][CH2:29]2)[CH:4]=[C:5]([N+:7]([O-:9])=[O:8])[N:6]=1. Procedure details: Using (R)-2-chloro-1-(2-methyloxiran-2-yl-methyl)-4-nitroimidazole prepared in Example 12 (0.198 g, 0.910 mmol) and 4-(3-phenyl-2-propenyloxy)piperidine (0.198 g, 0.910 mmol) gave (S)-1-(2-chloro-4-nitroimidazol-1-yl)-2-methyl-3-[4-(3-phenyl-2-propenyloxy)piperidin-1-yl]propan-2-ol (0.192 g, yield 49%) as a brown oil in the same manner as in Example 254. Starting materials: ClC1=CC=[N+](C2=CC(=CC=C12)C1=CC=CC=C1)[O-] (4-chloro-7-phenylquinoline-1-oxide), [OH-].[K+] (potassium hydroxide). The solvent is industrial methylated spirit. The product is OC1=CC=[N+](C2=CC(=CC=C12)C1=CC=CC=C1)[O-] (4-hydroxy-7-phenylquinoline-1-oxide). RXN SMILES: Cl[C:2]1[C:11]2[C:6](=[CH:7][C:8]([C:12]3[CH:17]=[CH:16][CH:15]=[CH:14][CH:13]=3)=[CH:9][CH:10]=2)[N+:5]([O-:18])=[CH:4][CH:3]=1.[OH-:19].[K+]>>[OH:19][C:2]1[C:11]2[C:6](=[CH:7][C:8]([C:12]3[CH:17]=[CH:16][CH:15]=[CH:14][CH:13]=3)=[CH:9][CH:10]=2)[N+:5]([O-:18])=[CH:4][CH:3]=1 |f:1.2|. Procedure: A solution of 4-chloro-7-phenylquinoline-1-oxide (1.9 g) and potassium hydroxide (4.2 g) in industrial methylated spirit (70 ml) was heated under reflux for 3 hours. The solvent was removed by distillation and water (200 ml) was added. The mixture was filtered and the filtrate neutralised with glacial acetic acid (5 ml). The precipitate was collected by filtration and purified by crystallisation from industrial methylated spirit (100 ml) to give the novel compound '4-hydroxy-7-phenylquinoline-1-... Reactants: FC1=C2C=C(NC2=CC=C1)C(=O)O (4-fluoro-1H-indole-2-carboxylic acid), [NH4+].[Cl-] (NH4Cl), CCN=C=NCCCN(C)C (EDCI), C=1C=CC2=C(C1)N=NN2O (HOBt), TEA. Solvent: CN(C)C=O (DMF). Reaction conditions: time 3 hour. Yields the product FC1=C2C=C(NC2=CC=C1)C(=O)N (4-fluoro-1H-indole-2-carboxamide). Yield: 73.0%. As a reaction SMILES: [F:1][C:2]1[CH:10]=[CH:9][CH:8]=[C:7]2[C:3]=1[CH:4]=[C:5]([C:11]([OH:13])=O)[NH:6]2.[NH4+].[Cl-].CC[N:18]=C=NCCCN(C)C.C1C=CC2N(O)N=NC=2C=1>CN(C=O)C>[F:1][C:2]1[CH:10]=[CH:9][CH:8]=[C:7]2[C:3]=1[CH:4]=[C:5]([C:11]([NH2:18])=[O:13])[NH:6]2 |f:1.2|. Reported procedure: To a solution of 34 (179 mg, 1.00 mmol) in anhydrous DMF (2.0 mL) were added NH4Cl (160 mg, 3.00 mmol), EDCI (395 mg, 2.20 mmol), HOBt (297 mg, 2.20 mmol) and TEA (303 mg, 3.00 mmol) at RT. After stirring at RT for 3 h, the mixture was quenched with H2O (10 mL) the resulting mixture was extracted with EtOAc (3×6 mL). The combined extracts were dried and concentrated. The residue was purified by SiO2 chromatography eluting with petroleum ether/EtOAc (5:1 to 3:1) to afford 130 mg (73%) of 4-fluoro...